describe an organic reaction: reactants, conditions, products, and yield From a dataset of the Open Reaction Database (ORD), a public repository of structured organic reaction records. Reactants: CCOC(=O)Cl, O=C(O)C(F)(F)F, COc1ccc(F)cc1C(=O)c1cnc(NC2CCNC2)nc1N. The product is CCOC(=O)N1CCC(Nc2ncc(C(=O)c3cc(F)ccc3OC)c(N)n2)C1. Reaction SMILES: [Cl:32][C:33](=[O:34])[O:35][CH2:36][CH3:37].[F:1][C:2]([F:3])([F:4])[C:5]([OH:6])=[O:7].[NH2:8][c:9]1[n:10][c:11]([NH:26][CH:27]2[CH2:28][NH:29][CH2:30][CH2:31]2)[n:12][cH:13][c:14]1[C:15](=[O:16])[c:17]1[c:18]([O:24][CH3:25])[cH:19][cH:20][c:21]([F:23])[cH:22]1>>[NH2:8][c:9]1[n:10][c:11]([NH:26][CH:27]2[CH2:28][N:29]([C:33](=[O:34])[O:35][CH2:36][CH3:37])[CH2:30][CH2:31]2)[n:12][cH:13][c:14]1[C:15](=[O:16])[c:17]1[c:18]([O:24][CH3:25])[cH:19][cH:20][c:21]([F:23])[cH:22]1. Reactants: C(C)N(S(=O)(=O)C)C1=C2C=CN(C2=CC=C1)C1=NC(=NC=C1)SC (N-ethyl-N-[1-(2-methylsulfanyl-pyrimidin-4-yl)-1H-indol-4-yl]-methanesulfonamide), C1=CC(=CC(=C1)Cl)C(=O)OO (MCPBA). Run in C(Cl)(Cl)Cl (CHCl3). Run at temperature 0 celsius, time 5 hour. Product: C(C)N(S(=O)(=O)C)C1=C2C=CN(C2=CC=C1)C1=NC(=NC=C1)S(=O)C (N-ethyl-N-[1-(2-methylsulfinyl-pyrimidin-4-yl)-1H-indol-4-yl]-methanesulfonamide). Isolated yield 92.4%. RXN SMILES: [CH2:1]([N:3]([C:8]1[CH:16]=[CH:15][CH:14]=[C:13]2[C:9]=1[CH:10]=[CH:11][N:12]2[C:17]1[CH:22]=[CH:21][N:20]=[C:19]([S:23][CH3:24])[N:18]=1)[S:4]([CH3:7])(=[O:6])=[O:5])[CH3:2].C1C=C(Cl)C=C(C(OO)=[O:33])C=1>C(Cl)(Cl)Cl>[CH2:1]([N:3]([C:8]1[CH:16]=[CH:15][CH:14]=[C:13]2[C:9]=1[CH:10]=[CH:11][N:12]2[C:17]1[CH:22]=[CH:21][N:20]=[C:19]([S:23]([CH3:24])=[O:33])[N:18]=1)[S:4]([CH3:7])(=[O:6])=[O:5])[CH3:2]. Reported procedure: N-ethyl-N-[1-(2-methylsulfanyl-pyrimidin-4-yl)-1H-indol-4-yl]-methanesulfonamide (0.4 g) in CHCl3 (60 mL) was cooled to 0° C. and MCPBA (0.247 g) added and stirred at 0° C. for 5 h before quenching with 10% sodium thiosulfate solution. The organic layer was separated, dried over sodium sulfate, filtered, concentrated and purified on a column using 100% DCM to 15% MeOH/DCM to yield N-ethyl-N-[1-(2-methylsulfinyl-pyrimidin-4-yl)-1H-indol-4-yl]-methanesulfonamide (0.386 g). Starting materials: CC(C)C(=O)Nc1cccc(C2CCNCC2)c1, Cc1nc(-c2ccccc2)ncc1C=O. The product is Cc1nc(-c2ccccc2)ncc1CN1CCC(c2cccc(NC(=O)C(C)C)c2)CC1. RXN SMILES: [CH3:16][CH:17]([C:18](=[O:19])[NH:20][c:21]1[cH:22][c:23]([CH:27]2[CH2:28][CH2:29][NH:30][CH2:31][CH2:32]2)[cH:24][cH:25][cH:26]1)[CH3:33].[CH3:1][c:2]1[n:3][c:4](-[c:10]2[cH:11][cH:12][cH:13][cH:14][cH:15]2)[n:5][cH:6][c:7]1[CH:8]=[O:9]>>[CH3:1][c:2]1[n:3][c:4](-[c:10]2[cH:11][cH:12][cH:13][cH:14][cH:15]2)[n:5][cH:6][c:7]1[CH2:8][N:30]1[CH2:29][CH2:28][CH:27]([c:23]2[cH:22][c:21]([NH:20][C:18]([CH:17]([CH3:16])[CH3:33])=[O:19])[cH:26][cH:25][cH:24]2)[CH2:32][CH2:31]1.